Dataset: the Open Reaction Database (ORD), a public repository of structured organic reaction records. Task: describe an organic reaction: reactants, conditions, products, and yield Starting materials: CC1=CC=C(C=C1)C=1C(=CC=CC1)C(=O)NC1=CC=C(C(=O)N(C2=C(C=CC=C2)OCCCO)C)C=C1 (4-(4′-methylbiphenyl-2-carboxamido)-N-methyl-N-[2-(3-hydroxypropoxy)phenyl]benzamide), N1=CC=CC=C1 (pyridine), ClC(=O)OC1=CC=C(C=C1)[N+](=O)[O-] (p-nitrophenyl chloroformate), CN1CCNCC1 (1-methylpiperazine). The solvent is ClCCl (dichloromethane). Run at time 4.5 hour. Yields the product CC1=CC=C(C=C1)C=1C(=CC=CC1)C(=O)NC1=CC=C(C(=O)N(C2=C(C=CC=C2)OCCCOC(=O)N2CCN(CC2)C)C)C=C1 (4-(4′-methylbiphenyl-2-carboxamido)-N-methyl-N-[2-[3-(4-methylpiperazin-1-carbonyloxy)propoxy]phenyl]benzamide). Isolated yield 53.1%. Reaction SMILES: [CH3:1][C:2]1[CH:7]=[CH:6][C:5]([C:8]2[C:9]([C:14]([NH:16][C:17]3[CH:37]=[CH:36][C:20]([C:21]([N:23]([CH3:35])[C:24]4[CH:29]=[CH:28][CH:27]=[CH:26][C:25]=4[O:30][CH2:31][CH2:32][CH2:33][OH:34])=[O:22])=[CH:19][CH:18]=3)=[O:15])=[CH:10][CH:11]=[CH:12][CH:13]=2)=[CH:4][CH:3]=1.[N:38]1[CH:43]=[CH:42]C=[CH:40][CH:39]=1.Cl[C:45](OC1C=CC([N+]([O-])=O)=CC=1)=[O:46].[CH3:57][N:58]1CCNCC1>ClCCl>[CH3:1][C:2]1[CH:3]=[CH:4][C:5]([C:8]2[C:9]([C:14]([NH:16][C:17]3[CH:18]=[CH:19][C:20]([C:21]([N:23]([CH3:35])[C:24]4[CH:29]=[CH:28][CH:27]=[CH:26][C:25]=4[O:30][CH2:31][CH2:32][CH2:33][O:34][C:45]([N:38]4[CH2:39][CH2:40][N:58]([CH3:57])[CH2:42][CH2:43]4)=[O:46])=[O:22])=[CH:36][CH:37]=3)=[O:15])=[CH:10][CH:11]=[CH:12][CH:13]=2)=[CH:6][CH:7]=1. Procedure details: A solution of 4-(4′-methylbiphenyl-2-carboxamido)-N-methyl-N-[2-(3-hydroxypropoxy)phenyl]benzamide (300 mg) in dichloromethane (15 ml) was treated with pyridine (95.8 mg) and p-nitrophenyl chloroformate (183 mg). After 4.5 hours, 1-methylpiperazine (303 mg) was added to the reaction mixture and stirred for a further 1 hour at ambient temperature. After concentration, the residue was dissolved in ethyl acetate and washed with saturated sodium hydrogen carbonate solution and brine, dried over sodi... Reactants: OCCC1=C2CC(NC2=CC=C1)=O (4-(2-hydroxy-ethyl)-1,3-dihydro-indol-2-one), N1=C(C=CC=C1)C=O (2-pyridinecarboxaldehyde). Run in N1CCCCC1 (piperidine), C(C)O (ethanol). Run at temperature 90 celsius. Yields the product OCCC1=C2C(C(NC2=CC=C1)=O)=CC1=NC=CC=C1 (4-(2-hydroxy-ethyl)-3-pyridin-2-ylmethylene-1,3-dihydro-indol-2-one). Isolated yield 45.9%. RXN SMILES: [OH:1][CH2:2][CH2:3][C:4]1[CH:12]=[CH:11][CH:10]=[C:9]2[C:5]=1[CH2:6][C:7](=[O:13])[NH:8]2.[N:14]1[CH:19]=[CH:18][CH:17]=[CH:16][C:15]=1[CH:20]=O>N1CCCCC1.C(O)C>[OH:1][CH2:2][CH2:3][C:4]1[CH:12]=[CH:11][CH:10]=[C:9]2[C:5]=1[C:6](=[CH:20][C:15]1[CH:16]=[CH:17][CH:18]=[CH:19][N:14]=1)[C:7](=[O:13])[NH:8]2. Procedure: A mixture of 4-(2-hydroxy-ethyl)-1,3-dihydro-indol-2-one (80 mg, 0.45 mmol) and 2-pyridinecarboxaldehyde (60 mg, 0.56 mmol) in 1% of piperidine in ethanol (5 mL) was heated at 90° C. for 8 hours. The reaction mixture was concentrated and the residue was chromatographed on a column of silica gel. It was then triturated with ethyl acetate and hexane to give 55 mg (46%) of 4-(2-hydroxy-ethyl)-3-pyridin-2-ylmethylene-1,3-dihydro-indol-2-one. The reactants are [Li]CCCC (n-BuLi), [Si](C)(C)(C(C)(C)C)OC=1C(NC=CC1)=O (3-tert-Butyidimethylsilyloxy-1H-pyridin-2-one), C1(=CC=C(C=C1)S(=O)(=O)Cl)C (p-toluenesulfonyl chloride). Solvent: C1CCOC1 (THF). Conditions: temperature -78 celsius, time 20 minute. Yields the product OC=1C(N(C=CC1)S(=O)(=O)C1=CC=C(C=C1)C)=O (3-Hydroxy-1-(toluene-4-sulfonyl)-1H-pyridin-2-one). As a reaction SMILES: [Si]([O:8][C:9]1[C:10](=[O:15])[NH:11][CH:12]=[CH:13][CH:14]=1)(C(C)(C)C)(C)C.[Li]CCCC.[C:21]1([CH3:31])[CH:26]=[CH:25][C:24]([S:27](Cl)(=[O:29])=[O:28])=[CH:23][CH:22]=1>C1COCC1>[OH:8][C:9]1[C:10](=[O:15])[N:11]([S:27]([C:24]2[CH:25]=[CH:26][C:21]([CH3:31])=[CH:22][CH:23]=2)(=[O:29])=[O:28])[CH:12]=[CH:13][CH:14]=1. Procedure details: 3-tert-Butyidimethylsilyloxy-1H-pyridin-2-one (1 eq.) (Posner et al. J. Org. Chem. 1992, 57, 4088.) is cooled down to −78° C., in THF (10 mL) and is treated with n-BuLi (1.6 M soln. in hexane, 1.1 eq.). The solution is stirred for 20 min at −78° C., followed by the addition of p-toluenesulfonyl chloride (1.1 eq.). The solution is allowed to warm up to room temperature over one hr, quenched with water (10 mL), extracted with EtOAc (3×), washed with brine (1×), dried (Na2SO4) and concentrated. The...